This data is from the Open Reaction Database (ORD), a public repository of structured organic reaction records. The task is: describe an organic reaction: reactants, conditions, products, and yield Reactants: ClCCl, OC1C=Cc2ccc(C(F)(F)F)cc21, O=[Cr](=O)([O-])Cl, c1cc[nH+]cc1. The product is O=C1C=Cc2ccc(C(F)(F)F)cc21. As a reaction SMILES: [CH2:26]([Cl:27])[Cl:28].[F:12][C:13]([c:14]1[cH:15][cH:16][c:17]2[c:21]([cH:22]1)[CH:20]([OH:23])[CH:19]=[CH:18]2)([F:24])[F:25].[O:1]=[Cr:2]([Cl:3])([O-:4])=[O:5].[nH+:6]1[cH:7][cH:8][cH:9][cH:10][cH:11]1>>[F:12][C:13]([c:14]1[cH:15][cH:16][c:17]2[c:21]([cH:22]1)[C:20](=[O:23])[CH:19]=[CH:18]2)([F:24])[F:25]. Reactants: C1CCOC1, Nc1ccc(N2CCOCC2)cc1, Cc1cc(C(=O)Nc2cccc(C(=O)c3ccc4c(c3)NC(=O)C4=CO)c2)n(C)n1. The product is Cc1cc(C(=O)Nc2cccc(C(=O)c3ccc4c(c3)NC(=O)C4=CNc3ccc(N4CCOCC4)cc3)c2)n(C)n1. As a reaction SMILES: [CH2:44]1[O:45][CH2:46][CH2:47][CH2:48]1.[NH2:31][c:32]1[cH:33][cH:34][c:35]([N:38]2[CH2:39][CH2:40][O:41][CH2:42][CH2:43]2)[cH:36][cH:37]1.[OH:1][CH:2]=[C:3]1[C:4](=[O:30])[NH:5][c:6]2[cH:7][c:8]([C:12](=[O:13])[c:14]3[cH:15][c:16]([NH:20][C:21](=[O:22])[c:23]4[n:24]([CH3:29])[n:25][c:26]([CH3:28])[cH:27]4)[cH:17][cH:18][cH:19]3)[cH:9][cH:10][c:11]21>>[CH:2](=[C:3]1[C:4](=[O:30])[NH:5][c:6]2[cH:7][c:8]([C:12](=[O:13])[c:14]3[cH:15][c:16]([NH:20][C:21](=[O:22])[c:23]4[n:24]([CH3:29])[n:25][c:26]([CH3:28])[cH:27]4)[cH:17][cH:18][cH:19]3)[cH:9][cH:10][c:11]21)[NH:31][c:32]1[cH:33][cH:34][c:35]([N:38]2[CH2:39][CH2:40][O:41][CH2:42][CH2:43]2)[cH:36][cH:37]1. Reactants: C(C)OP(=O)(C=CC1=C(C=CC=C1)NCC(=O)OCC)OCC (ethyl N-[2-[2-(diethoxyphosphinyl)ethenyl]phenyl]glycinate), potassium trimethylsilanoate, [OH-].[K+] (potassium hydroxide). Reaction SMILES: C([O:3][P:4]([O:21]CC)([CH:6]=[CH:7][C:8]1[CH:13]=[CH:12][CH:11]=[CH:10][C:9]=1[NH:14][CH2:15][C:16]([O:18]CC)=[O:17])=[O:5])C.[OH-].[K+]>C(OCC)C.O>[P:4](/[CH:6]=[CH:7]/[C:8]1[CH:13]=[CH:12][CH:11]=[CH:10][C:9]=1[NH:14][CH2:15][C:16]([OH:18])=[O:17])([OH:21])([OH:5])=[O:3] |f:1.2|. Yield: 12.3%. Reported procedure: A solution of ethyl N-[2-[2-(diethoxyphosphinyl)ethenyl]phenyl]glycinate (Example 2b)(1.3 g, 3.8 mmol) in diethyl ether (15 ml) is treated with potassium trimethylsilanoate (0.54 g, 4.2 mmol) and stirred over the weekend. The diethyl ether is removed and the oily residue suspended in acetonitrile (50 ml) and stirred under a nitrogen atmosphere for 30 minutes and further treated with trimethylsilylbromide (3 ml) and stirred at room temperature for four hours. 1H-NMR indicates some ester remains s... Yields the product P(=O)(O)(O)/C=C/C1=C(C=CC=C1)NCC(=O)O ((E)-N-[2-(2-Phosphonoethenyl)phenyl]glycine). Run in C(C)OCC (diethyl ether), O (water). RXN SMILES: [CH2:19]([Al+:20][CH2:21][CH:22]([CH3:23])[CH3:24])[CH:25]([CH3:26])[CH3:27].[CH3:1][O:2][C:3]([CH:4]([NH:5][C:6](=[O:7])[O:8][CH2:9][c:10]1[cH:11][cH:12][cH:13][cH:14][cH:15]1)[CH3:16])=[O:17].[CH3:28][O:29][CH:30]([O:31][CH3:32])[O:33][CH3:34].[CH3:46][c:47]1[cH:48][cH:49][cH:50][cH:51][cH:52]1.[H-:18].[c:35]1([CH3:36])[cH:37][cH:38][c:39]([S:40]([OH:41])(=[O:42])=[O:43])[cH:44][cH:45]1>>[CH3:1][O:2][CH:3]([CH:4]([NH:5][C:6](=[O:7])[O:8][CH2:9][c:10]1[cH:11][cH:12][cH:13][cH:14][cH:15]1)[CH3:16])[O:17][CH3:19]. Starting materials: CC(C)C[Al+]CC(C)C, COC(=O)C(C)NC(=O)OCc1ccccc1, COC(OC)OC, Cc1ccccc1, [H-], Cc1ccc(S(=O)(=O)O)cc1. Product: COC(OC)C(C)NC(=O)OCc1ccccc1. The reactants are CS(=O)(=O)Cl, Cc1ccccc1, CN1CCCC1=O, CC1(C)C(C=C(Cl)Cl)C1C(=O)O, N#C[Na], O=Cc1cccc(Oc2ccccc2)c1. Yields the product CC1(C)C(C=C(Cl)Cl)C1C(=O)OC(C#N)c1cccc(Oc2ccccc2)c1. As a reaction SMILES: [CH3:31][S:32](=[O:33])(=[O:34])[Cl:35].[CH3:36][c:37]1[cH:38][cH:39][cH:40][cH:41][cH:42]1.[CH3:43][N:44]1[CH2:45][CH2:46][CH2:47][C:48]1=[O:49].[Cl:1][C:2](=[CH:3][CH:4]1[C:5]([CH3:10])([CH3:11])[CH:6]1[C:7](=[O:8])[OH:9])[Cl:12].[Na:28][C:29]#[N:30].[O:13]([c:14]1[cH:15][cH:16][cH:17][cH:18][cH:19]1)[c:20]1[cH:21][c:22]([CH:23]=[O:24])[cH:25][cH:26][cH:27]1>>[Cl:1][C:2](=[CH:3][CH:4]1[C:5]([CH3:10])([CH3:11])[CH:6]1[C:7](=[O:8])[O:9][CH:23]([c:22]1[cH:21][c:20]([O:13][c:14]2[cH:15][cH:16][cH:17][cH:18][cH:19]2)[cH:27][cH:26][cH:25]1)[C:29]#[N:30])[Cl:12]. The reactants are Cl.N1(CCCCCC1)CCOC1=NC=C(C(=O)O)C=C1 (6-(2-azepan-1-ylethoxy)nicotinic acid hydrochloride), COC=1C=CC(=C(C1)N)C1CC2=CC=C(C=C2CC1)OC (5-methoxy-2-(6-methoxy-1,2,3,4-tetrahydronaphthalen-2-yl)phenylamine), N1(CCCCCC1)CCOC1=CC=C(C=N1)CNC1=C(C=CC(=C1)OC)C1CC2=CC=C(C=C2CC1)OC ([6-(2-azepan-1-ylethoxy)pyridin-3-ylmethyl][5-methoxy-2-(6-methoxy-1,2,3,4-tetrahydronaphthalen-2-yl)phenyl]amine). Yields the product N1(CCCCCC1)CCOC1=CC=C(C=N1)CNCC1=C(C=CC(=C1)OC)C1CC2=CC=C(C=C2CC1)OC ([6-(2-azepan-1-ylethoxy)pyridin-3-ylmethyl][5-methoxy-2-(6-methoxy-1,2,3,4-tetrahydronaphthalen-2-yl)phenyl]methylamine). RXN SMILES: Cl.[N:2]1([CH2:9][CH2:10][O:11][C:12]2[CH:20]=[CH:19][C:15]([C:16](O)=O)=[CH:14][N:13]=2)[CH2:8][CH2:7][CH2:6][CH2:5][CH2:4][CH2:3]1.COC1C=CC(C2CCC3C(=CC=C(OC)C=3)C2)=[C:27]([NH2:29])C=1.N1(CCOC2N=CC(CN[C:60]3[CH:65]=[C:64]([O:66][CH3:67])[CH:63]=[CH:62][C:61]=3[CH:68]3[CH2:77][CH2:76][C:75]4[C:70](=[CH:71][CH:72]=[C:73]([O:78][CH3:79])[CH:74]=4)[CH2:69]3)=CC=2)CCCCCC1>>[N:2]1([CH2:9][CH2:10][O:11][C:12]2[N:13]=[CH:14][C:15]([CH2:16][NH:29][CH2:27][C:60]3[CH:65]=[C:64]([O:66][CH3:67])[CH:63]=[CH:62][C:61]=3[CH:68]3[CH2:69][CH2:70][C:71]4[C:76](=[CH:75][CH:74]=[C:73]([O:78][CH3:79])[CH:72]=4)[CH2:77]3)=[CH:19][CH:20]=2)[CH2:8][CH2:7][CH2:6][CH2:5][CH2:4][CH2:3]1 |f:0.1|. Procedure: Synthesized from 6-(2-azepan-1-ylethoxy)nicotinic acid hydrochloride and 5-methoxy-2-(6-methoxy-1,2,3,4-tetrahydronaphthalen-2-yl)phenylamine according to an analogous synthetic method to Example 337 described below, [6-(2-azepan-1-ylethoxy)pyridin-3-ylmethyl][5-methoxy-2-(6-methoxy-1,2,3,4-tetrahydronaphthalen-2-yl)phenyl]amine (274 mg) was used according to an analogous synthetic method to Preparation Example 18 to provide [6-(2-azepan-1-ylethoxy)pyridin-3-ylmethyl][5-methoxy-2-(6-methoxy-1,2,... The product is Nc1c(Cl)nc2ccccc2c1NCCc1cc(-c2ccc(F)cc2)no1. RXN SMILES: [CH3:30][C:31]#[N:32].[Cl:1][c:2]1[n:3][c:4]2[cH:5][cH:6][cH:7][cH:8][c:9]2[c:10]([NH:15][CH2:16][CH2:17][c:18]2[cH:19][c:20](-[c:23]3[cH:24][cH:25][c:26]([F:29])[cH:27][cH:28]3)[n:21][o:22]2)[c:11]1[N+:12]([O-:13])=[O:14]>>[Cl:1][c:2]1[n:3][c:4]2[cH:5][cH:6][cH:7][cH:8][c:9]2[c:10]([NH:15][CH2:16][CH2:17][c:18]2[cH:19][c:20](-[c:23]3[cH:24][cH:25][c:26]([F:29])[cH:27][cH:28]3)[n:21][o:22]2)[c:11]1[NH2:12]. Reactants: CC#N, O=[N+]([O-])c1c(Cl)nc2ccccc2c1NCCc1cc(-c2ccc(F)cc2)no1. Starting materials: BrC1C(C2=CC=C(C=C2C1)Cl)=O (2-bromo-5-chlorindan-1-on), C(C)(C)(C)C1=CC=C(OCC(=S)N)C=C1 (2-(4-tert-butylphenoxy)-thioacetamide). Solvent: CC(=O)C (acetone). Conditions: time 12 hour. The product is C(C)(C)(C)C1=CC=C(OCC=2SC3C(N2)(C=2C=CC(=CC2C3)Cl)O)C=C1 (2-(4-tert-butylphenoxymethyl)-6-chloro-8,8a-dihydroindeno [1,2-d]thiazol-3a-ol). RXN SMILES: Br[CH:2]1[CH2:10][C:9]2[C:4](=[CH:5][CH:6]=[C:7]([Cl:11])[CH:8]=2)[C:3]1=[O:12].[C:13]([C:17]1[CH:27]=[CH:26][C:20]([O:21][CH2:22][C:23]([NH2:25])=[S:24])=[CH:19][CH:18]=1)([CH3:16])([CH3:15])[CH3:14]>CC(C)=O>[C:13]([C:17]1[CH:27]=[CH:26][C:20]([O:21][CH2:22][C:23]2[S:24][CH:2]3[CH2:10][C:9]4[CH:8]=[C:7]([Cl:11])[CH:6]=[CH:5][C:4]=4[C:3]3([OH:12])[N:25]=2)=[CH:19][CH:18]=1)([CH3:16])([CH3:14])[CH3:15]. Reported procedure: At room temperature, 0.49 g of 2-bromo-5-chlorindan-1-on and 0.45 g of 2-(4-tert-butylphenoxy)-thioacetamide were dissolved in 10 ml of dry acetone, and the mixture was stirred at room temperature for 12 h. The precipitated hydrobromide was filtered off with suction and washed with acetone. The residue was suspended in a little ethyl acetate and treated with saturated sodium bicarbonate solution. The organic phase was separated off, dried over magnesium sulfate, filtered and concentrated under r... Reactants: N1CCCCC1 (piperidine), C(C)(=O)O (acetic acid), OC1=C(C=CC=C1)C(CC(=O)OC)=O (methyl 3-(2-hydroxyphenyl)-3-oxopropanoate), ClC1=C(C=C(C=O)C=C1)C(F)(F)F (4-chloro-3-(trifluoromethyl)benzaldehyde). Run in C(C)(C)O (isopropanol), O (water). Yields the product ClC1=C(C=C(C=C1)C1OC2=CC=CC=C2C(C1C(=O)OC)=O)C(F)(F)F (methyl 2-(4-chloro-3-(trifluoromethyl)phenyl)-4-oxochroman-3-carboxylate). The yield is 51.5%. Reaction SMILES: [OH:1][C:2]1[CH:7]=[CH:6][CH:5]=[CH:4][C:3]=1[C:8](=[O:14])[CH2:9][C:10]([O:12][CH3:13])=[O:11].[Cl:15][C:16]1[CH:23]=[CH:22][C:19]([CH:20]=O)=[CH:18][C:17]=1[C:24]([F:27])([F:26])[F:25].N1CCCCC1.C(O)(=O)C>C(O)(C)C.O>[Cl:15][C:16]1[CH:23]=[CH:22][C:19]([CH:20]2[CH:9]([C:10]([O:12][CH3:13])=[O:11])[C:8](=[O:14])[C:3]3[C:2](=[CH:7][CH:6]=[CH:5][CH:4]=3)[O:1]2)=[CH:18][C:17]=1[C:24]([F:25])([F:26])[F:27]. Reported procedure: A mixture of methyl 3-(2-hydroxyphenyl)-3-oxopropanoate (prepared according to Cushman, M. et al., J. Med. Chem. 1991, 200 mg, 1.03 mmol) and 4-chloro-3-(trifluoromethyl)benzaldehyde (148 μL, 1.03 mmol) in isopropanol (4.0 mL) was treated with piperidine (10 μL, 103 μmol) and acetic acid (5.9 μL, 103 μmol) and heated to reflux for 16.5 h. After this time, water (2.0 mL) was added and the solution was slowly cooled to rt, whereupon crystals formed. After standing at rt, the mixture was cooled on ...